From a dataset of the Open Reaction Database (ORD), a public repository of structured organic reaction records. describe an organic reaction: reactants, conditions, products, and yield Yields the product O=C1c2ccncc2C(=O)c2c(F)ccc(F)c21. The reactants are C1CCOC1, O=C(O)c1cnccc1C(=O)c1cc(F)ccc1F, O=C(O)c1ccncc1C(=O)c1cc(F)ccc1F. Reaction SMILES: [CH2:39]1[O:40][CH2:41][CH2:42][CH2:43]1.[F:1][c:2]1[c:3]([C:4](=[O:5])[c:6]2[cH:7][cH:8][n:9][cH:10][c:11]2[C:12](=[O:13])[OH:14])[cH:15][c:16]([F:19])[cH:17][cH:18]1.[F:20][c:21]1[cH:22][cH:23][c:24]([F:25])[cH:26][c:27]1[C:28]([c:29]1[cH:30][n:31][cH:32][cH:33][c:34]1[C:35]([OH:36])=[O:37])=[O:38]>>[F:1][c:2]1[c:3]2[c:15]([c:16]([F:19])[cH:17][cH:18]1)[C:12](=[O:14])[c:11]1[c:6]([cH:7][cH:8][n:9][cH:10]1)[C:4]2=[O:5]. Reactants: CSc1nc(C=P(c2ccccc2)(c2ccccc2)c2ccccc2)c(C#N)c(-c2cccc([N+](=O)[O-])c2)n1, C=O, C1CCOC1, CCOC(C)=O. The product is C=Cc1nc(SC)nc(-c2cccc([N+](=O)[O-])c2)c1C#N. RXN SMILES: [C:1](#[N:2])[c:3]1[c:4](-[c:31]2[cH:32][c:33]([N+:37](=[O:38])[O-:39])[cH:34][cH:35][cH:36]2)[n:5][c:6]([S:29][CH3:30])[n:7][c:8]1[CH:9]=[P:10]([c:11]1[cH:12][cH:13][cH:14][cH:15][cH:16]1)([c:17]1[cH:18][cH:19][cH:20][cH:21][cH:22]1)[c:23]1[cH:24][cH:25][cH:26][cH:27][cH:28]1.[CH2:40]=[O:41].[CH2:42]1[O:43][CH2:44][CH2:45][CH2:46]1.[CH3:47][CH2:48][O:49][C:50]([CH3:51])=[O:52]>>[C:1](#[N:2])[c:3]1[c:4](-[c:31]2[cH:32][c:33]([N+:37](=[O:38])[O-:39])[cH:34][cH:35][cH:36]2)[n:5][c:6]([S:29][CH3:30])[n:7][c:8]1[CH:9]=[CH2:40]. Reactants: CC(S(=O)(=O)[O-])CCOC1=CC(=CC(=C1)C)C (1-methyl-2-(3,5-dimethylphenoxy)ethyl-methanesulfonate), N (ammonia), N (ammonia), CS(=O)(=O)[O-] (methanesulfonate). The solvent is CO (methanol). Conditions: temperature 100 celsius, time 8 hour. Yields the product CC=1C=C(OCC(C)N)C=C(C1)C (1-(3,5-dimethylphenoxy)-2-aminopropane). The yield is 86.6%. Reaction SMILES: C[CH:2]([CH2:7][CH2:8][O:9][C:10]1[CH:15]=[C:14]([CH3:16])[CH:13]=[C:12]([CH3:17])[CH:11]=1)S([O-])(=O)=O.[NH3:18].CS([O-])(=O)=O>CO>[CH3:17][C:12]1[CH:11]=[C:10]([CH:15]=[C:14]([CH3:16])[CH:13]=1)[O:9][CH2:8][CH:7]([NH2:18])[CH3:2]. Procedure: A 20 cc autoclave was charged with 5.42 g (21 mmol) of 1-methyl-2-(3,5-dimethylphenoxy)ethyl-methanesulfonate and 6 ml of methanol, and ammonia was added in an amount of 7.67 g which was 20 times, by mole, as much as the above methanesulfonate. The mixture was continuously stirred at 100° C. for 8 hours to finish the reaction. After the reaction mixture was allowed to cool, remaining ammonia was removed, and the reaction mixture was transferred into a 500 ml beaker with 50 ml of water and 20 ml ... Reactants: O=C(OCc1ccccc1)C(CC(=O)N1CCOCC1)NS(=O)(=O)c1ccc(Oc2ccccc2)cc1, CCOC(C)=O. Yields the product O=C(O)C(CC(=O)N1CCOCC1)NS(=O)(=O)c1ccc(Oc2ccccc2)cc1. RXN SMILES: [CH2:1]([c:2]1[cH:3][cH:4][cH:5][cH:6][cH:7]1)[O:8][C:9]([CH:10]([CH2:11][C:12](=[O:13])[N:14]1[CH2:15][CH2:16][O:17][CH2:18][CH2:19]1)[NH:20][S:21](=[O:22])(=[O:23])[c:24]1[cH:25][cH:26][c:27]([O:30][c:31]2[cH:32][cH:33][cH:34][cH:35][cH:36]2)[cH:28][cH:29]1)=[O:37].[CH3:38][CH2:39][O:40][C:41]([CH3:42])=[O:43]>>[O:8]=[C:9]([CH:10]([CH2:11][C:12](=[O:13])[N:14]1[CH2:15][CH2:16][O:17][CH2:18][CH2:19]1)[NH:20][S:21](=[O:22])(=[O:23])[c:24]1[cH:25][cH:26][c:27]([O:30][c:31]2[cH:32][cH:33][cH:34][cH:35][cH:36]2)[cH:28][cH:29]1)[OH:37]. Reactants: Intermediate 44, FC(C(=O)O)(F)F.C1(CCCC1)OC=1NC(=C2N=C(N=C2N1)OC)N (2-(cyclopentyloxy)-8-(methyloxy)-1H-purin-6-amine trifluoroacetate), BrCCCCCl (1-bromo-4-chlorobutane). Yields the product ClCCCCN1C2=NC(=NC(=C2N=C1OC)N)OC1CCCC1 (9-(4-Chlorobutyl)-2-(cyclopentyloxy)-8-(methyloxy)-9H-purin-6-amine). RXN SMILES: FC(F)(F)C(O)=O.[CH:8]1([O:13][C:14]2[NH:15][C:16]([NH2:25])=[C:17]3[C:21]([N:22]=2)=[N:20][C:19]([O:23][CH3:24])=[N:18]3)[CH2:12][CH2:11][CH2:10][CH2:9]1.Br[CH2:27][CH2:28][CH2:29][CH2:30][Cl:31]>>[Cl:31][CH2:30][CH2:29][CH2:28][CH2:27][N:20]1[C:19]([O:23][CH3:24])=[N:18][C:17]2[C:21]1=[N:22][C:14]([O:13][CH:8]1[CH2:9][CH2:10][CH2:11][CH2:12]1)=[N:15][C:16]=2[NH2:25] |f:0.1|. Procedure details: Prepared similarly to Intermediate 44 from 2-(cyclopentyloxy)-8-(methyloxy)-1H-purin-6-amine trifluoroacetate and 1-bromo-4-chlorobutane. Starting materials: C(C)(C)(C)OC(=O)N1CC(CCC1)=O (3-Oxo-piperidine-1-carboxylic acid tert-butyl ester), N1CCNCC1 (piperazine), C(C)(=O)O (Acetic acid), C(Cl)Cl (Methylene chloride), C(C)(=O)O[BH-](OC(C)=O)OC(C)=O.[Na+] (Sodium triacetoxyborohydride), C([O-])(O)=O.[Na+] (sodium bicarbonate). Reaction conditions: time 15 minute. The product is C(C)(C)(C)OC(=O)N1CC(CCC1)N1CCN(CC1)C (3-(4-Methyl-piperazin-1-yl)-piperidine-1-carboxylic acid tert-butyl ester). RXN SMILES: [C:1]([O:5][C:6]([N:8]1[CH2:13][CH2:12][CH2:11][C:10](=O)[CH2:9]1)=[O:7])([CH3:4])([CH3:3])[CH3:2].[NH:15]1[CH2:20][CH2:19][NH:18][CH2:17][CH2:16]1.[C:21](O)(=O)C.C(Cl)Cl.C(O[BH-](OC(=O)C)OC(=O)C)(=O)C.[Na+].C(=O)(O)[O-].[Na+]>>[C:1]([O:5][C:6]([N:8]1[CH2:13][CH2:12][CH2:11][CH:10]([N:15]2[CH2:20][CH2:19][N:18]([CH3:21])[CH2:17][CH2:16]2)[CH2:9]1)=[O:7])([CH3:4])([CH3:3])[CH3:2] |f:4.5,6.7|. Procedure: 3-Oxo-piperidine-1-carboxylic acid tert-butyl ester (2.0 g, 1.0E1 mmol) and piperazine, 1-methyl- (1.10 g, 11.0 mmol) were dissolved in a solution of Acetic acid (0.500 mL, 8.79 mmol) and Methylene chloride (50.0 mL, 7.80E2 mmol). After stirring at room temperature for 15 minutes, Sodium triacetoxyborohydride (4.2 g, 2.0E1 mmol) was added and the reaction was allowed to stir overnight at room temperature. The reaction mixture was poured over saturated sodium bicarbonate and organics were extract... Reactants: CCN=C=O, ClCCl, CN1CCN(CCCN(C(=O)Nc2ccc(F)c(Cl)c2)C2CCc3ccc(N)cc3C2)CC1. Product: CCNC(=O)Nc1ccc2c(c1)CC(N(CCCN1CCN(C)CC1)C(=O)Nc1ccc(F)c(Cl)c1)CC2. RXN SMILES: [CH2:34]([CH3:35])[N:36]=[C:37]=[O:38].[Cl:39][CH2:40][Cl:41].[NH2:1][c:2]1[cH:3][cH:4][c:5]2[c:10]([cH:11]1)[CH2:9][CH:8]([N:12]([C:13](=[O:14])[NH:15][c:16]1[cH:17][c:18]([Cl:23])[c:19]([F:22])[cH:20][cH:21]1)[CH2:24][CH2:25][CH2:26][N:27]1[CH2:28][CH2:29][N:30]([CH3:33])[CH2:31][CH2:32]1)[CH2:7][CH2:6]2>>[NH:1]([c:2]1[cH:3][cH:4][c:5]2[c:10]([cH:11]1)[CH2:9][CH:8]([N:12]([C:13](=[O:14])[NH:15][c:16]1[cH:17][c:18]([Cl:23])[c:19]([F:22])[cH:20][cH:21]1)[CH2:24][CH2:25][CH2:26][N:27]1[CH2:28][CH2:29][N:30]([CH3:33])[CH2:31][CH2:32]1)[CH2:7][CH2:6]2)[C:37]([NH:36][CH2:34][CH3:35])=[O:38]. Reactants: N#Cc1cnn(-c2ccc(CBr)cc2)n1, CCO, CC(C)[N+](=O)[O-], [Na]. The product is N#Cc1cnn(-c2ccc(C=O)cc2)n1. As a reaction SMILES: [Br:8][CH2:9][c:10]1[cH:11][cH:12][c:13](-[n:16]2[n:17][cH:18][c:19]([C:21]#[N:22])[n:20]2)[cH:14][cH:15]1.[CH3:23][CH2:24][OH:25].[CH3:2][CH:3]([N+:4](=[O:5])[O-:6])[CH3:7].[Na:1]>>[O:6]=[CH:9][c:10]1[cH:11][cH:12][c:13](-[n:16]2[n:17][cH:18][c:19]([C:21]#[N:22])[n:20]2)[cH:14][cH:15]1.